Dataset: the Open Reaction Database (ORD), a public repository of structured organic reaction records. Task: describe an organic reaction: reactants, conditions, products, and yield Reactants: CC(=CC[C@H](C1=CC(=O)C=2C(=CC=C(C2C1=O)O)O)O)C (shikonin), C1(CCCCC1)N=C=NC1CCCCC1 (dicyclohexylcarbodiimide), ClC(C(=O)O)(Cl)Cl (trichloroacetic acid). Reagents/catalysts: CN(C1=CC=NC=C1)C (4-dimethylaminopyridine). The solvent is ClCCl (dichloromethane). Run at time 30 minute. Yields the product ClC(C(=O)OC(CC=C(C)C)C=1C(C2=C(C=CC(=C2C(C1)=O)O)O)=O)(Cl)Cl (2-(1-trichloroacetyloxy-4-methyl-3-pentenyl)-5,8-dihydroxy-1,4-naphthoquinone). The yield is 91.8%. Reaction SMILES: [CH3:1][C:2]([CH3:21])=[CH:3][CH2:4][C@@H:5]([OH:20])[C:6]1[C:16](=[O:17])[C:15]2[C:14]([OH:18])=[CH:13][CH:12]=[C:11]([OH:19])[C:10]=2[C:8](=[O:9])[CH:7]=1.C1(N=C=NC2CCCCC2)CCCCC1.[Cl:37][C:38]([Cl:43])([Cl:42])[C:39](O)=[O:40]>CN(C)C1C=CN=CC=1.ClCCl>[Cl:37][C:38]([Cl:43])([Cl:42])[C:39]([O:20][CH:5]([C:6]1[C:16](=[O:17])[C:15]2[C:10]([C:8](=[O:9])[CH:7]=1)=[C:11]([OH:19])[CH:12]=[CH:13][C:14]=2[OH:18])[CH2:4][CH:3]=[C:2]([CH3:21])[CH3:1])=[O:40]. Procedure details: 288 mg (1 mmole) of shikonin, 226 mg (1.1 mmole) of dicyclohexylcarbodiimide and 30 mg (0.25 mmole) of 4-dimethylaminopyridine were dissolved in 3 ml of dry dichloromethane. To the resulting solution was added 163 mg (1 mmole) of trichloroacetic acid at 0° C. under nitrogen gas, and the mixture was stirred for 30 minutes and then at room temperature for further 3 hours. The resulting product was separated and purified according to the procedures as described in Example 1 to obtain 398 mg (Yield:... Starting materials: C1(=NC=CC2=CC=CC=C12)C(CCC1CCNCC1)=O (1-(1-isoquinolyl)-3-(4-piperidyl)-1-propanone), C(=O)[O-].[NH4+] (ammonium formate). Run in O (water). Run at temperature 160 celsius, time 1 hour. Yields the product C1(=NC=CC2=CC=CC=C12)C(CCC1CCNCC1)N (1-(1-Isoquinolyl)-3-(4-piperidyl)-1-propanamine). Isolated yield 5.2%. Reaction SMILES: [C:1]1([C:11](=O)[CH2:12][CH2:13][CH:14]2[CH2:19][CH2:18][NH:17][CH2:16][CH2:15]2)[C:10]2[C:5](=[CH:6][CH:7]=[CH:8][CH:9]=2)[CH:4]=[CH:3][N:2]=1.C([O-])=O.[NH4+:24]>O>[C:1]1([CH:11]([NH2:24])[CH2:12][CH2:13][CH:14]2[CH2:19][CH2:18][NH:17][CH2:16][CH2:15]2)[C:10]2[C:5](=[CH:6][CH:7]=[CH:8][CH:9]=2)[CH:4]=[CH:3][N:2]=1 |f:1.2|. Reported procedure: A mixture of 1-(1-isoquinolyl)-3-(4-piperidyl)-1-propanone (2.5 g) and ammonium formate (7.5 g) is heated to 160° C. for 5 hours. The mixture is cooled, water (100 ml) is added, and the insoluble material is extracted with ethyl acetate (3×50 ml). After the solvent has been evaporated, the residue is taken up in 6N hydrochloric acid (35 ml) and boiled for 1 hour. The mixture is diluted with water (100 ml), the pH of the aqueous mixture is adjusted to 7, and the solution is extracted with ethyl a... Reactants: CSC=1SC(C(N1)=O)=CC1=CNC2=NC=CC=C21 (2-methylsulfanyl-5-(1H-pyrrolo[2,3-b]pyridin-3-ylmethylene)-thiazol-4-one), FC1=CC=C(C=C1)[C@H](CO)N ((R)-1-(4-fluoro-phenyl)-2-hydroxy-ethylamine), CCN(C(C)C)C(C)C (DIEA). The product is FC1=CC=C(C=C1)[C@H](CO)NC=1S\C(\C(N1)=O)=C/C1=CNC2=NC=CC=C21 (2-[(R)-1-(4-fluoro-phenyl)-2-hydroxy-ethylamino]-5-[1-(1H-pyrrolo[2,3-b]pyridin-3-yl)-meth-(Z)-ylidene]-thiazol-4-one). RXN SMILES: CS[C:3]1[S:4][C:5](=[CH:9][C:10]2[C:18]3[C:13](=[N:14][CH:15]=[CH:16][CH:17]=3)[NH:12][CH:11]=2)[C:6](=[O:8])[N:7]=1.[F:19][C:20]1[CH:25]=[CH:24][C:23]([C@@H:26]([NH2:29])[CH2:27][OH:28])=[CH:22][CH:21]=1.CCN(C(C)C)C(C)C>>[F:19][C:20]1[CH:21]=[CH:22][C:23]([C@@H:26]([NH:29][C:3]2[S:4]/[C:5](=[CH:9]\[C:10]3[C:18]4[C:13](=[N:14][CH:15]=[CH:16][CH:17]=4)[NH:12][CH:11]=3)/[C:6](=[O:8])[N:7]=2)[CH2:27][OH:28])=[CH:24][CH:25]=1. Procedure details: Then similar procedure as described in example 14b was used, starting from 2-methylsulfanyl-5-(1H-pyrrolo[2,3-b]pyridin-3-ylmethylene)-thiazol-4-one (example 14a), 2-[(R)-1-(4-fluoro-phenyl)-2-hydroxy-ethylamine and DIEA to give 2-[(R)-1-(4-fluoro-phenyl)-2-hydroxy-ethylamino]-5-[1-(1H-pyrrolo[2,3-b]pyridin-3-yl)-meth-(Z)-ylidene]-thiazol-4-one. LC-MS m/e 383 (MH+). The product is O=C(Cc1cccs1)NC1C(=O)N2C(C(=O)O)=C(C=C3CCN(CC4CC4)C3=O)CSC12. Reaction SMILES: [C:25](=[O:26])([OH:27])[O-:28].[CH3:39][N:40]([CH3:41])[CH:42]=[O:43].[NH2:1][CH:2]1[CH:3]2[S:4][CH2:5][C:6]([CH:14]=[C:15]3[C:16](=[O:24])[N:17]([CH2:20][CH:21]4[CH2:22][CH2:23]4)[CH2:18][CH2:19]3)=[C:7]([C:11](=[O:12])[OH:13])[N:8]2[C:9]1=[O:10].[Na+:29].[s:30]1[c:31]([CH2:35][C:36](=[O:37])[Cl:38])[cH:32][cH:33][cH:34]1>>[NH:1]([CH:2]1[CH:3]2[S:4][CH2:5][C:6]([CH:14]=[C:15]3[C:16](=[O:24])[N:17]([CH2:20][CH:21]4[CH2:22][CH2:23]4)[CH2:18][CH2:19]3)=[C:7]([C:11](=[O:12])[OH:13])[N:8]2[C:9]1=[O:10])[C:36]([CH2:35][c:31]1[s:30][cH:34][cH:33][cH:32]1)=[O:37]. Reactants: O=C([O-])O, CN(C)C=O, NC1C(=O)N2C(C(=O)O)=C(C=C3CCN(CC4CC4)C3=O)CSC12, [Na+], O=C(Cl)Cc1cccs1. Reactants: CN(C1=C(C=C(C=C1)Cl)C(C1=C(C=CC=C1)Cl)=O)C(CCl)=O (N-methyl 2'-orthochlorobenzoyl-2,4'-dichloroacetanilide), SC=1NC=CN1 (2-mercaptoimidazole). Solvent: CO (methanol). Yields the product Cl.CN(C1=C(C=C(C=C1)Cl)C(C1=C(C=CC=C1)Cl)=O)C(CSC=1NC=CN1)=O (N-methyl 2'-orthochlorobenzoyl-4'-chloro 2-[(2-imidazolyl)thio]acetanilide hydrochloride), N-methyl 2'-orthochlorobenzoyl-4'-chloro. Reaction SMILES: [CH3:1][N:2]([C:19](=[O:22])[CH2:20]Cl)[C:3]1[CH:8]=[CH:7][C:6]([Cl:9])=[CH:5][C:4]=1[C:10](=[O:18])[C:11]1[CH:16]=[CH:15][CH:14]=[CH:13][C:12]=1[Cl:17].[SH:23][C:24]1[NH:25][CH:26]=[CH:27][N:28]=1>CO>[ClH:9].[CH3:1][N:2]([C:19](=[O:22])[CH2:20][S:23][C:24]1[NH:25][CH:26]=[CH:27][N:28]=1)[C:3]1[CH:8]=[CH:7][C:6]([Cl:9])=[CH:5][C:4]=1[C:10](=[O:18])[C:11]1[CH:16]=[CH:15][CH:14]=[CH:13][C:12]=1[Cl:17] |f:3.4|. Reported procedure: A suspension of 10.68 grams of N-methyl 2'-orthochlorobenzoyl-2,4'-dichloroacetanilide and 2.4 grams of 2-mercaptoimidazole are treated for 8 hours under reflux with methanol. After cooling, evaporation under vacuum, and taking up by an acetone-ether mixture, there is obtained by crystallization the hydrochloride of N-methyl 2'-orthochlorobenzoyl-4'-chloro 2-[(2-imidazolyl)thioacetanilide (9.12 g).